From a dataset of the Open Reaction Database (ORD), a public repository of structured organic reaction records. describe an organic reaction: reactants, conditions, products, and yield Reactants: CNC(=S)NC1C(OC(C)=O)OC(COC(C)=O)C(OC(C)=O)C1OC(C)=O, Cl[Sn](Cl)(Cl)Cl, ClCCl. Product: CNC1=NC2C(OC(COC(C)=O)C(OC(C)=O)C2OC(C)=O)S1. Reaction SMILES: [C:1]([O:2][CH:5]1[O:6][CH:7]([CH2:24][O:25][C:26]([CH3:27])=[O:28])[CH:8]([O:20][C:21]([CH3:22])=[O:23])[CH:9]([O:16][C:17]([CH3:18])=[O:19])[CH:10]1[NH:11][C:12](=[S:13])[NH:14][CH3:15])(=[O:3])[CH3:4].[Cl:29][Sn:30]([Cl:31])([Cl:32])[Cl:33].[Cl:34][CH2:35][Cl:36]>>[CH:5]12[O:6][CH:7]([CH2:24][O:25][C:26]([CH3:27])=[O:28])[CH:8]([O:20][C:21]([CH3:22])=[O:23])[CH:9]([O:16][C:17]([CH3:18])=[O:19])[CH:10]1[N:11]=[C:12]([NH:14][CH3:15])[S:13]2. Starting materials: FC(F)(F)c1ccc(CBr)o1, O=C([O-])O, COCCOC, CCOC(=O)CC(=O)c1ccc(F)cc1, [H-], [Na+], [Na+], O. The product is CCOC(=O)C(Cc1ccc(C(F)(F)F)o1)C(=O)c1ccc(F)cc1. RXN SMILES: [Br:18][CH2:19][c:20]1[o:21][c:22]([C:25]([F:26])([F:27])[F:28])[cH:23][cH:24]1.[C:29](=[O:30])([O-:31])[OH:32].[CH3:34][O:35][CH2:36][CH2:37][O:38][CH3:39].[F:1][c:2]1[cH:3][cH:4][c:5]([C:8]([CH2:9][C:10](=[O:11])[O:12][CH2:13][CH3:14])=[O:15])[cH:6][cH:7]1.[H-:16].[Na+:17].[Na+:33].[OH2:40]>>[F:1][c:2]1[cH:3][cH:4][c:5]([C:8]([CH:9]([C:10](=[O:11])[O:12][CH2:13][CH3:14])[CH2:19][c:20]2[o:21][c:22]([C:25]([F:26])([F:27])[F:28])[cH:23][cH:24]2)=[O:15])[cH:6][cH:7]1. Reported procedure: Following Representative Procedure 1, the title compound 1-(6-bromo-3-methyl-9H-pyrido[3,4-b]indol-9-yl)-3-phenoxypropan-2-ol was prepared from 6-bromo-3-methyl-9H-pyrido[3,4-b]indole and phenoxymethyloxirane in 78% yield after a precipitation from isopropanol. Reaction SMILES: [Br:1][C:2]1[CH:3]=[C:4]2[C:8](=[CH:9][CH:10]=1)[NH:7][C:6]1[CH:11]=[N:12][C:13]([CH3:15])=[CH:14][C:5]2=1.[O:16]([CH2:23][CH:24]1[CH2:26][O:25]1)[C:17]1[CH:22]=[CH:21][CH:20]=[CH:19][CH:18]=1>>[Br:1][C:2]1[CH:3]=[C:4]2[C:8](=[CH:9][CH:10]=1)[N:7]([CH2:26][CH:24]([OH:25])[CH2:23][O:16][C:17]1[CH:22]=[CH:21][CH:20]=[CH:19][CH:18]=1)[C:6]1[CH:11]=[N:12][C:13]([CH3:15])=[CH:14][C:5]2=1. Yields the product title compound, BrC=1C=C2C3=C(N(C2=CC1)CC(COC1=CC=CC=C1)O)C=NC(=C3)C (1-(6-bromo-3-methyl-9H-pyrido[3,4-b]indol-9-yl)-3-phenoxypropan-2-ol). The yield is 78.0%. The reactants are BrC=1C=C2C3=C(NC2=CC1)C=NC(=C3)C (6-bromo-3-methyl-9H-pyrido[3,4-b]indole), O(C1=CC=CC=C1)CC1OC1 (phenoxymethyloxirane). Starting materials: N(=NC(=O)OC(C)C)C(=O)OC(C)C (Diisopropyl azodicarboxylate), C1(=CC=CC=C1)P(C1=CC=CC=C1)C1=CC=CC=C1 (triphenylphosphine), S1N=CC(=C1)CO (isothiazol-4-ylmethanol), FC1=C(C#N)C=CC(=C1)O (2-fluoro-4-hydroxybenzonitrile). Solvent: O1CCCC1 (tetrahydrofuran), O1CCCC1 (tetrahydrofuran). Run at time 30 minute. The product is FC1=C(C#N)C=CC(=C1)OCC=1C=NSC1 (2-fluoro-4-(isothiazol-4-ylmethoxy)benzonitrile). Isolated yield 35.1%. RXN SMILES: N(C(OC(C)C)=O)=NC(OC(C)C)=O.C1(P(C2C=CC=CC=2)C2C=CC=CC=2)C=CC=CC=1.[S:34]1[CH:38]=[C:37]([CH2:39][OH:40])[CH:36]=[N:35]1.[F:41][C:42]1[CH:49]=[C:48](O)[CH:47]=[CH:46][C:43]=1[C:44]#[N:45]>O1CCCC1>[F:41][C:42]1[CH:49]=[C:48]([O:40][CH2:39][C:37]2[CH:36]=[N:35][S:34][CH:38]=2)[CH:47]=[CH:46][C:43]=1[C:44]#[N:45]. Reported procedure: Diisopropyl azodicarboxylate (1.19 g) is added to a stirred solution of triphenylphosphine (1.55 g) in tetrahydrofuran (30 mL) at 0° C. under nitrogen and stirring is continued at 0° C. for 30 minutes. A solution of isothiazol-4-ylmethanol (0.34 g) and 2-fluoro-4-hydroxybenzonitrile (0.4 g) in tetrahydrofuran (30 mL) is added at such a rate that the temperature did not exceed 0° C. After the addition is complete stirring is continued at 0° C. for 30 minutes then at ambient temperature for 24 hou...